From a dataset of the Open Reaction Database (ORD), a public repository of structured organic reaction records. describe an organic reaction: reactants, conditions, products, and yield Reactants: C1(=CC=CC=C1)CC=O (phenylacetaldehyde), aqueous solution, O[PH2]=O (H3PO2), [Cl-].C1(=CC=CC=C1)C(N)C1=CC=CC=C1 (diphenylmethanamine chloride). The solvent is C(C)O (ethanol), C(C)O (ethanol). Conditions: temperature 87.5 celsius, time 16 hour. The product is C(C1=CC=CC=C1)(C1=CC=CC=C1)NC(CC1=CC=CC=C1)P(O)=O (1-(Benzhydrylamino)-2-phenylethylphosphinic acid). As a reaction SMILES: [OH:1][PH2:2]=[O:3].[Cl-].[C:5]1([CH:11]([C:13]2[CH:18]=[CH:17][CH:16]=[CH:15][CH:14]=2)[NH2:12])[CH:10]=[CH:9][CH:8]=[CH:7][CH:6]=1.[C:19]1([CH2:25][CH:26]=O)[CH:24]=[CH:23][CH:22]=[CH:21][CH:20]=1>C(O)C>[CH:11]([NH:12][CH:26]([PH:2](=[O:1])[OH:3])[CH2:25][C:19]1[CH:24]=[CH:23][CH:22]=[CH:21][CH:20]=1)([C:5]1[CH:6]=[CH:7][CH:8]=[CH:9][CH:10]=1)[C:13]1[CH:14]=[CH:15][CH:16]=[CH:17][CH:18]=1 |f:1.2|. Procedure details: 51.5 ml of a 50% aqueous solution of H3PO2 are added to a suspension of 109.5 g of diphenylmethanamine chloride in 750 ml of ethanol 90%, and then the reaction mixture is heated to 85-90° C. At that temperature, 58.4 ml of phenylacetaldehyde in 175 ml of ethanol are added over a period of 3 hours, and heating is continued for 3 more hours, followed by stirring for 16 hours at ambient temperature. The precipitate that is formed is filtered off, washed with cold ethanol and with diethyl ether and ... The reactants are ClS(=O)(=O)O (chlorosulfonic acid), COC1=CC=C(C=C1)CC(C)=O (4-methoxyphenylacetone). The solvent is ice water. Reaction conditions: time 4 hour. Product: ClS(=O)(=O)C=1C=C(C=CC1OC)CC(C)=O (3-chlorosulfonyl-4-methoxyphenylacetone). Yield: 40.0%. As a reaction SMILES: [Cl:1][S:2]([OH:5])(=O)=[O:3].[CH3:6][O:7][C:8]1[CH:13]=[CH:12][C:11]([CH2:14][C:15](=[O:17])[CH3:16])=[CH:10][CH:9]=1>>[Cl:1][S:2]([C:13]1[CH:12]=[C:11]([CH2:14][C:15](=[O:17])[CH3:16])[CH:10]=[CH:9][C:8]=1[O:7][CH3:6])(=[O:5])=[O:3]. Procedure: To 250 g of chlorosulfonic acid was added dropwise 50 g of 4-methoxyphenylacetone at 0°-5° C. After stirring the mixture for 4 hours at room temperature, the reaction mixture was poured into 2,500 ml of ice water and extracted thrice with 500 ml of ethyl acetate. The extract was washed with water and after drying the extract with anhydrous magnesium sulfate, the solvent was distilled off under reduced pressure. The crude crystals obtained were recrystallized from benzeneether to provide 32 g of ... Starting materials: [Br-], C[Mg+], CCOC(C)=O, [Cl-], O=Cc1cccc(-c2ccn3nc(-c4ccc(Cl)cc4)cc3c2)c1, [NH4+], C1CCOC1, O. Product: CC(O)c1cccc(-c2ccn3nc(-c4ccc(Cl)cc4)cc3c2)c1. Reaction SMILES: [Br-:25].[CH3:26][Mg+:27].[CH3:30][CH2:31][O:32][C:33](=[O:34])[CH3:35].[Cl-:28].[Cl:1][c:2]1[cH:3][cH:4][c:5](-[c:8]2[n:9][n:10]3[c:11]([cH:12][c:13](-[c:16]4[cH:17][c:18]([CH:19]=[O:20])[cH:21][cH:22][cH:23]4)[cH:14][cH:15]3)[cH:24]2)[cH:6][cH:7]1.[NH4+:29].[O:36]1[CH2:37][CH2:38][CH2:39][CH2:40]1.[OH2:41]>>[Cl:1][c:2]1[cH:3][cH:4][c:5](-[c:8]2[n:9][n:10]3[c:11]([cH:12][c:13](-[c:16]4[cH:17][c:18]([CH:19]([OH:20])[CH3:30])[cH:21][cH:22][cH:23]4)[cH:14][cH:15]3)[cH:24]2)[cH:6][cH:7]1. The reactants are ClC1=CC(=NC(=N1)C(C)C)CCl (6-chloro-4-chloromethyl-2-isopropyl-pyrimidine), [Na] (sodium), C(C)(C)O (isopropanol). As a reaction SMILES: Cl[C:2]1[N:7]=[C:6]([CH:8]([CH3:10])[CH3:9])[N:5]=[C:4]([CH2:11][Cl:12])[CH:3]=1.[Na].[CH:14]([OH:17])([CH3:16])[CH3:15]>>[Cl:12][CH2:11][C:4]1[CH:3]=[C:2]([O:17][CH:14]([CH3:16])[CH3:15])[N:7]=[C:6]([CH:8]([CH3:10])[CH3:9])[N:5]=1 |^1:12|. The product is ClCC1=NC(=NC(=C1)OC(C)C)C(C)C (4-chloromethyl-2-isopropyl-6-isopropoxy-pyrimidine). Procedure details: 6-Chloro-4-chloromethyl-2-isopropyl-pyrimidine (see Example 61) is reacted with isopropanol and sodium analogously to the process described in Example 62 in order to produce 4-chloromethyl-2-isopropyl-6-isopropoxy-pyrimidine which is required as the starting material in Example 22. This product is obtained in the form of an oil, 1H-NMR (CDCl3): 1.30 (d, 2×CH3), 1.37 (d, 2×CH3), 3.10 (m, CH), 4.50 (s, CH), 5.40 (m, CH), 6.65 (s, CH). Starting materials: FC1=CC=C2C(=CNC2=C1CSC)C(CC(=O)OCC)C1=CC=C(C=C1)C(F)(F)F (Ethyl 3-{6-fluoro-7[(methylsulfanyl)methyl]-1H-indol-3-yl}-3-[4-(trifluoromethyl)phenyl]propanoate), ClC1=CC=C(C=C1)C(CCO)C1=CNC2=C(C(=CC=C12)F)CSC (3-(4-Chlorophenyl)-3-{6-fluoro-7-[(methylsulfanyl)methyl]-1H-indol-3-yl}propan-1-ol). Yields the product FC1=CC=C2C(=CNC2=C1CSC)C(CCO)C1=CC=C(C=C1)C(F)(F)F (3-{6-Fluoro-7-[(methylsulfanyl)methyl]-1H-indol-3-yl}-3-[4-(trifluoromethyl)phenyl]propan-1-ol). Reaction SMILES: [F:1][C:2]1[C:10]([CH2:11][S:12][CH3:13])=[C:9]2[C:5]([C:6]([CH:14]([C:21]3[CH:26]=[CH:25][C:24]([C:27]([F:30])([F:29])[F:28])=[CH:23][CH:22]=3)[CH2:15][C:16](OCC)=[O:17])=[CH:7][NH:8]2)=[CH:4][CH:3]=1.ClC1C=CC(C(C2C3C(=C(CSC)C(F)=CC=3)NC=2)CCO)=CC=1>>[F:1][C:2]1[C:10]([CH2:11][S:12][CH3:13])=[C:9]2[C:5]([C:6]([CH:14]([C:21]3[CH:22]=[CH:23][C:24]([C:27]([F:30])([F:28])[F:29])=[CH:25][CH:26]=3)[CH2:15][CH2:16][OH:17])=[CH:7][NH:8]2)=[CH:4][CH:3]=1. Procedure: The title compound was prepared starting from 2.98 g (6.78 mmol) of the compound from Example 48A in analogy to the synthesis of the compound from Example 16. 2.47 g (92% of theory) of the title compound were obtained. Reactants: C(C)(C)(C)C1=C(C=CC=C1)O (o-tert-butylphenol), C1(=CC=CC=C1)C=1NCCN1 (4,5-dihydro-2-phenylimidazole), C(OCC)(OCC)=O (diethyl carbonate). Solvent: CCCCCCCCCC (decane). Reaction conditions: temperature 140 celsius. Yields the product C(C)OC1=C(C=CC=C1)C(C)(C)C (o-tert-butylphenyl ethyl ether). As a reaction SMILES: [C:1]([C:5]1[CH:10]=[CH:9][CH:8]=[CH:7][C:6]=1[OH:11])([CH3:4])([CH3:3])[CH3:2].[C:12]1(C2NCCN=2)C=CC=C[CH:13]=1.C(=O)(OCC)OCC>CCCCCCCCCC>[CH2:12]([O:11][C:6]1[CH:7]=[CH:8][CH:9]=[CH:10][C:5]=1[C:1]([CH3:4])([CH3:2])[CH3:3])[CH3:13]. Reported procedure: 5 mol of o-tert-butylphenol was charged into a reactor, along with 400 ml of decane and 5% of 4,5-dihydro-2-phenylimidazole, and the mixture was heated to 140° C. Then 5.5 mol of diethyl carbonate was added portionwise over a period of 4 hr. The resulting ethanol was continuously removed by distillation from the reaction mixture. After completion of the reaction, 4.6 mol of o-tert-butylphenyl ethyl ether was obtained from the mixture by distillation. The yield corresponded to 92% of theoretical,... Starting materials: F[B-](F)(F)F, CCO, Cc1cc(C(=O)O)ccc1C(=O)N1CCCC1, CCN(C(C)C)C(C)C, COc1ccc(CC(N)c2nc3cc(Cl)ccc3[nH]2)cc1OC, Cl, ClCCl, C1CCOC1, CN(C)C(On1nnc2ccccc21)=[N+](C)C. Yields the product COc1ccc(CC(NC(=O)c2ccc(C(=O)N3CCCC3)c(C)c2)c2nc3cc(Cl)ccc3[nH]2)cc1OC. As a reaction SMILES: [B-:18]([F:19])([F:20])([F:21])[F:22].[CH2:78]([OH:79])[CH3:80].[CH3:1][c:2]1[cH:3][c:4]([C:5](=[O:6])[OH:7])[cH:8][cH:9][c:10]1[C:11](=[O:12])[N:13]1[CH2:14][CH2:15][CH2:16][CH2:17]1.[CH:40]([N:41]([CH:42]([CH3:43])[CH3:44])[CH2:45][CH3:46])([CH3:47])[CH3:48].[Cl:49][c:50]1[cH:51][c:52]2[c:53]([nH:54][c:55]([CH:57]([CH2:58][c:59]3[cH:60][c:61]([O:67][CH3:68])[c:62]([O:65][CH3:66])[cH:63][cH:64]3)[NH2:69])[n:56]2)[cH:70][cH:71]1.[Cl:72].[Cl:81][CH2:82][Cl:83].[O:73]1[CH2:74][CH2:75][CH2:76][CH2:77]1.[n:23]1([O:24][C:25]([N:26]([CH3:27])[CH3:28])=[N+:29]([CH3:30])[CH3:31])[c:32]2[cH:33][cH:34][cH:35][cH:36][c:37]2[n:38][n:39]1>>[CH3:1][c:2]1[cH:3][c:4]([C:5](=[O:7])[NH:69][CH:57]([c:55]2[nH:54][c:53]3[c:52]([cH:51][c:50]([Cl:49])[cH:71][cH:70]3)[n:56]2)[CH2:58][c:59]2[cH:60][c:61]([O:67][CH3:68])[c:62]([O:65][CH3:66])[cH:63][cH:64]2)[cH:8][cH:9][c:10]1[C:11](=[O:12])[N:13]1[CH2:14][CH2:15][CH2:16][CH2:17]1. The reactants are Cl.ClCCN1CCCC1 (1-(2-chloroethyl)-pyrrolidine hydrochloride), C(=O)([O-])[O-].[K+].[K+] (K2CO3), [N+](=O)([O-])C=1C=C2C=NNC2=CC1 (5-nitroindazole). The solvent is C(C)#N (acetonitrile). Conditions: time 2 hour. The product is [N+](=O)([O-])C1=CC2=CN(N=C2C=C1)CCN1CCCC1 (5-nitro-2-(2-pyrrolidin-1-yl-ethyl)-2H-indazole). Reaction SMILES: Cl.Cl[CH2:3][CH2:4][N:5]1[CH2:9][CH2:8][CH2:7][CH2:6]1.C([O-])([O-])=O.[K+].[K+].[N+:16]([C:19]1[CH:20]=[C:21]2[C:25](=[CH:26][CH:27]=1)[NH:24][N:23]=[CH:22]2)([O-:18])=[O:17]>C(#N)C>[N+:16]([C:19]1[CH:27]=[CH:26][C:25]2[C:21](=[CH:22][N:23]([CH2:3][CH2:4][N:5]3[CH2:9][CH2:8][CH2:7][CH2:6]3)[N:24]=2)[CH:20]=1)([O-:18])=[O:17] |f:0.1,2.3.4|. Reported procedure: 10.5 g (62.0 mmol) 1-(2-chloroethyl)-pyrrolidine hydrochloride and 12.9 g (93.0 mmol) K2CO3 are added successively to a solution of 5.00 g (31.0 mmol) 5-nitroindazole in 100 mL acetonitrile. The reaction solution is stirred for 2 h at RT and refluxed for a further 5 h. After the solution has cooled the insoluble salts are filtered off and the solvent is eliminated i.vac. The residue is taken up in EtOAc and water. The organic phase is dried over MgSO4 and the solvent is eliminated i.vac. A 4:1 m... Starting materials: NC(CCCC(=O)OC)C1=C(C=CC=C1OC)OC (methyl 5-amino-5-(2,6-dimethoxyphenyl)pentanoate), S1C=NC=C1C=1C=C(C=O)C=CC1 (3-(thiazol-5-yl)benzaldehyde). The product is COC1=C(C(=CC=C1)OC)C1CCCC(N1CC1=CC(=CC=C1)C1=CN=CS1)=O (6-(2,6-dimethoxyphenyl)-1-(3-(thiazol-5-yl)benzyl)piperidin-2-one). RXN SMILES: [NH2:1][CH:2]([C:10]1[C:15]([O:16][CH3:17])=[CH:14][CH:13]=[CH:12][C:11]=1[O:18][CH3:19])[CH2:3][CH2:4][CH2:5][C:6]([O:8]C)=O.[S:20]1[C:24]([C:25]2[CH:26]=[C:27]([CH:30]=[CH:31][CH:32]=2)[CH:28]=O)=[CH:23][N:22]=[CH:21]1>>[CH3:19][O:18][C:11]1[CH:12]=[CH:13][CH:14]=[C:15]([O:16][CH3:17])[C:10]=1[CH:2]1[N:1]([CH2:28][C:27]2[CH:30]=[CH:31][CH:32]=[C:25]([C:24]3[S:20][CH:21]=[N:22][CH:23]=3)[CH:26]=2)[C:6](=[O:8])[CH2:5][CH2:4][CH2:3]1. Procedure: Prepared according to the described general procedure 1 (GP1) by reaction of methyl 5-amino-5-(2,6-dimethoxyphenyl)pentanoate with 3-(thiazol-5-yl)benzaldehyde. Subsequent purification by preparative HPLC afforded the target compound. LC-MS (conditions A): tR=0.78 min.; [M+H]+: 409.08 g/mol. Reactants: C(C)C1=CC(=CC=2C=C(OC21)C2=CC=C(C=C2)OC)OC (7-Ethyl-5-methoxy-2-(4-methoxy-phenyl)-benzofuran), N1[C@@H](CCC1=O)C(=O)O.Cl (Pyr-HCl), OC=1C=C(C2=C(C=C(O2)C2=CC=C(C=C2)O)C1)C(C#N)C (2-[5-Hydroxy-2-(4-hydroxy-phenyl)-benzofuran-7-yl]-propionitrile). Yields the product C(C)C1=CC(=CC=2C=C(OC21)C2=CC=C(C=C2)O)O (7-Ethyl-2-(4-hydroxy-phenyl)-benzofuran-5-ol). As a reaction SMILES: [CH2:1]([C:3]1[C:11]2[O:10][C:9]([C:12]3[CH:17]=[CH:16][C:15]([O:18]C)=[CH:14][CH:13]=3)=[CH:8][C:7]=2[CH:6]=[C:5]([O:20]C)[CH:4]=1)[CH3:2].N1C(=O)CC[C@H]1C(O)=O.Cl.OC1C=C(C(C)C#N)C2OC(C3C=CC(O)=CC=3)=CC=2C=1>>[CH2:1]([C:3]1[C:11]2[O:10][C:9]([C:12]3[CH:17]=[CH:16][C:15]([OH:18])=[CH:14][CH:13]=3)=[CH:8][C:7]=2[CH:6]=[C:5]([OH:20])[CH:4]=1)[CH3:2] |f:1.2|. Procedure: Compound 30 was prepared by demethylation of 29 using Pyr-HCl (method described previously for preparation of 21): Mp=218–220° C.; 1H NMR (DMSO-d6) δ 9.81 (s, 1 H), 9.02 (s, 1 H), 7.69 (d, 2 H, J=8.5 Hz), 6.99 (s, 1H), 6.86 (d, 2 H, J=8.5 Hz), 6.70 (d, 1 H, J=2.2 Hz), 6.55 (d, 1 H, J=2.0 Hz), 2.81 (q, 2 H, J=7.5 Hz), 1.29 (t, 3 H, J=7.5 Hz); MS 255 (M+H)+